From a dataset of the Open Reaction Database (ORD), a public repository of structured organic reaction records. describe an organic reaction: reactants, conditions, products, and yield Starting materials: ClC1=CC=C2C(=CN(C2=C1)CC(=O)O)C(=O)N1CCC(CC1)C1=C(C=CC=C1OC)OC ({6-chloro-3-[4-(2,6-dimethoxy-phenyl)-piperidine-1-carbonyl]-indol-1-yl}-acetic acid), C(C)(C)(C)OC(NCCN)=O ((2-amino-ethyl)-carbamic acid tert-butyl ester), Cl (HCl). The product is NCCNC(CN1C=C(C2=CC=C(C=C12)Cl)C(=O)N1CCC(CC1)C1=C(C=CC=C1OC)OC)=O (N-(2-Amino-ethyl)-2-{6-chloro-3-[4-(2,6-dimethoxy-phenyl)-piperidine-1-carbonyl]-indol-1-yl}-acetamide). As a reaction SMILES: [Cl:1][C:2]1[CH:10]=[C:9]2[C:5]([C:6]([C:15]([N:17]3[CH2:22][CH2:21][CH:20]([C:23]4[C:28]([O:29][CH3:30])=[CH:27][CH:26]=[CH:25][C:24]=4[O:31][CH3:32])[CH2:19][CH2:18]3)=[O:16])=[CH:7][N:8]2[CH2:11][C:12](O)=[O:13])=[CH:4][CH:3]=1.C(OC(=O)[NH:39][CH2:40][CH2:41][NH2:42])(C)(C)C.Cl>>[NH2:39][CH2:40][CH2:41][NH:42][C:12](=[O:13])[CH2:11][N:8]1[C:9]2[C:5](=[CH:4][CH:3]=[C:2]([Cl:1])[CH:10]=2)[C:6]([C:15]([N:17]2[CH2:18][CH2:19][CH:20]([C:23]3[C:28]([O:29][CH3:30])=[CH:27][CH:26]=[CH:25][C:24]=3[O:31][CH3:32])[CH2:21][CH2:22]2)=[O:16])=[CH:7]1. Procedure details: Analogous to general procedure I, the coupling of {6-chloro-3-[4-(2,6-dimethoxy-phenyl)-piperidine-1-carbonyl]-indol-1-yl}-acetic acid (prepared herein) with (commercially available) (2-amino-ethyl)-carbamic acid tert-butyl ester gave, after treatment with HCl and neutralisation, the title compound. Starting materials: CCO, CC(C)(C)OC(=O)N1CC(O)C(N=[N+]=[N-])C1. Product: CC(C)(C)OC(=O)N1CC(N)C(O)C1. Reaction SMILES: [CH3:17][CH2:18][OH:19].[N:1](=[N+:2]=[N-:3])[CH:4]1[CH2:5][N:6]([C:10](=[O:11])[O:12][C:13]([CH3:14])([CH3:15])[CH3:16])[CH2:7][CH:8]1[OH:9]>>[NH2:1][CH:4]1[CH2:5][N:6]([C:10](=[O:11])[O:12][C:13]([CH3:14])([CH3:15])[CH3:16])[CH2:7][CH:8]1[OH:9]. Starting materials: CCO, [Cl-], O=[N+]([O-])c1ccc2c(c1)C(c1ccccn1)=CC(CF)(CF)O2. The product is Nc1ccc2c(c1)C(c1ccccn1)=CC(CF)(CF)O2. RXN SMILES: [CH3:25][CH2:26][OH:27].[Cl-:24].[F:1][CH2:2][C:3]1([CH2:22][F:23])[O:4][c:5]2[c:6]([cH:15][c:16]([N+:19]([O-:20])=[O:21])[cH:17][cH:18]2)[C:7]([c:9]2[n:10][cH:11][cH:12][cH:13][cH:14]2)=[CH:8]1>>[F:1][CH2:2][C:3]1([CH2:22][F:23])[O:4][c:5]2[c:6]([cH:15][c:16]([NH2:19])[cH:17][cH:18]2)[C:7]([c:9]2[n:10][cH:11][cH:12][cH:13][cH:14]2)=[CH:8]1.